From a dataset of the Open Reaction Database (ORD), a public repository of structured organic reaction records. describe an organic reaction: reactants, conditions, products, and yield Starting materials: C1COCCO1, Cc1ccc(S(=O)(=O)n2ccc3c2ncc2cnc(C4CN(C(=O)OC(C)(C)C)CCC4C)n23)cc1, [Na+], [OH-]. Product: CC1CCN(C(=O)OC(C)(C)C)CC1c1ncc2cnc3[nH]ccc3n12. Reaction SMILES: [CH2:39]1[O:40][CH2:41][CH2:42][O:43][CH2:44]1.[CH3:1][CH:2]1[CH:3]([c:15]2[n:16][cH:17][c:18]3[n:19]2[c:20]2[c:21]([n:22][cH:23]3)[n:24]([S:27]([c:28]3[cH:29][cH:30][c:31]([CH3:32])[cH:33][cH:34]3)(=[O:35])=[O:36])[cH:25][cH:26]2)[CH2:4][N:5]([C:8](=[O:9])[O:10][C:11]([CH3:12])([CH3:13])[CH3:14])[CH2:6][CH2:7]1.[Na+:38].[OH-:37]>>[CH3:1][CH:2]1[CH:3]([c:15]2[n:16][cH:17][c:18]3[n:19]2[c:20]2[c:21]([n:22][cH:23]3)[nH:24][cH:25][cH:26]2)[CH2:4][N:5]([C:8](=[O:9])[O:10][C:11]([CH3:12])([CH3:13])[CH3:14])[CH2:6][CH2:7]1. Reactants: C1(=CC=CC=C1)C1C(=O)OC(C1)=O (phenylsuccinic anhydride), Schiff base, CN (methylamine), C=1(C(=CC=CC1)C)C (xylene). The product is C1(=CC=CC=C1)C1N(C(CC1(C(=O)O)C1=CC=CC=C1)=O)C (2,3-diphenyl-1-methyl-pyrrolidin-5-one-3 carboxylic acid). Isolated yield 86.0%. RXN SMILES: [C:1]1([CH:7]2[CH2:12][C:11](=[O:13])[O:10][C:8]2=[O:9])[CH:6]=[CH:5][CH:4]=[CH:3][CH:2]=1.[CH3:14][NH2:15].[C:16]1([CH3:23])[C:17](C)=[CH:18][CH:19]=[CH:20][CH:21]=1>>[C:16]1([CH:23]2[C:7]([C:1]3[CH:6]=[CH:5][CH:4]=[CH:3][CH:2]=3)([C:8]([OH:10])=[O:9])[CH2:12][C:11](=[O:13])[N:15]2[CH3:14])[CH:17]=[CH:18][CH:19]=[CH:20][CH:21]=1. Reported procedure: 57.5 g (0.327 mole) of phenylsuccinic anhydride and 39 g (0.327 mole) of Schiff base, prepared from benzyldehyde and methylamine according to the general procedure, are refluxed at 140° in 400 ml of xylene for 12 hr. After cooling to 0 C. the solid is collected and washed with xylene and ether: 83.2 g (86% yield) of 2,3-diphenyl-1-methyl-pyrrolidin-5-one-3 carboxylic acid mp 247°-52° (diastereomeric mixture), less polar minor isomer mp 290°-3°, more polar major isomer mp 295°-61° C. 14.7 g of th... Starting materials: compound, ClC1=C2C(CCC(C2=C(C=C1)[N+](=O)[O-])=O)N1C(C2=CC=CC=C2C1=O)=O (5-Chloro-8-nitro-4-(1,3-dioxoisoindoline-2-yl)-1-tetralone), O1CCOCC1 (dioxane). The reagents and catalysts are [Pd] (palladium-on-carbon). Run in C(C)O (ethanol). Product: NC=1C=CC(=C2C(CCC(C12)=O)N1C(C2=CC=CC=C2C1=O)=O)Cl (8-Amino-5-chloro-4-(1,3-dioxoisoindoline-2-yl)-1-tetralone). RXN SMILES: [Cl:1][C:2]1[CH:11]=[CH:10][C:9]([N+:12]([O-])=O)=[C:8]2[C:3]=1[CH:4]([N:16]1[C:24](=[O:25])[C:23]3[C:18](=[CH:19][CH:20]=[CH:21][CH:22]=3)[C:17]1=[O:26])[CH2:5][CH2:6][C:7]2=[O:15].O1CCOCC1>[Pd].C(O)C>[NH2:12][C:9]1[CH:10]=[CH:11][C:2]([Cl:1])=[C:3]2[C:8]=1[C:7](=[O:15])[CH2:6][CH2:5][CH:4]2[N:16]1[C:24](=[O:25])[C:23]2[C:18](=[CH:19][CH:20]=[CH:21][CH:22]=2)[C:17]1=[O:26]. Procedure details: To 320 mg of the compound prepared in (1) above were added 9 ml of dioxane and 15 ml of ethanol. The mixture was catalytically hydrogenated with 200 mg of 10% palladium-on-carbon. The catalyst was removed by filtration, the filtrate was concentrated, and the residue was subjected to silica gel column chromatography using hexane-ethyl acetate (2:1) as an eluant to obtain fractions containing the target compound. The fractions were concentrated to produce 176 mg of the title compound. The reactants are O (water), C(C1=CC=CC=C1)(=O)C=1N=CC2=CC=CC=C2C1 (3-benzoyl isoquinoline), O.NN (hydrazine hydrate), [OH-].[K+] (potassium hydroxide). Solvent: C(CO)O (ethylene glycol). Reaction conditions: temperature 150 celsius, time 10 minute. The product is C(C1=CC=CC=C1)C=1N=CC2=CC=CC=C2C1 (3-benzylisoquinoline). Yield: 98.3%. Reaction SMILES: [C:1]([C:9]1[N:10]=[CH:11][C:12]2[C:17]([CH:18]=1)=[CH:16][CH:15]=[CH:14][CH:13]=2)(=O)[C:2]1[CH:7]=[CH:6][CH:5]=[CH:4][CH:3]=1.O.NN.[OH-].[K+].O>C(O)CO>[CH2:1]([C:9]1[N:10]=[CH:11][C:12]2[C:17]([CH:18]=1)=[CH:16][CH:15]=[CH:14][CH:13]=2)[C:2]1[CH:7]=[CH:6][CH:5]=[CH:4][CH:3]=1 |f:1.2,3.4|. Reported procedure: 303 mg of 3-benzoyl isoquinoline and 9.75 g of hydrazine hydrate were dissolved in 10 mL of ethylene glycol at room temperature, followed by stirring at 150° C. After 10 minutes, to the reaction liquid was added 3.65 g of pulverized potassium hydroxide, followed by warming to 180° C. and continuously reacting for additional 2 hours. After completion of the reaction, the reaction liquid was left to be cooled, and water was added thereto, followed by extraction with diethyl ether. The organic laye... The reactants are COC1=C(C=CC=C1)C1=NNC2=NC=C(C=C21)C=2C=C(C(=O)O)C=CC2 (3-[3-(2-methoxy-phenyl)-1H-pyrazolo[3,4-b]pyridin-5-yl]-benzoic acid), O-(7-azabenzotriazol-1-yl)-N,N′,N′-tetramethyluronium hexafluorophosphate, ClCCl (dichloromethane), aqueous solution, CN(CCN1CCNCC1)C (1-(2-dimethylaminoethyl)-piperazine), C([O-])([O-])=O.[Na+].[Na+] (sodium carbonate). Run in C(C)#N (acetonitrile), CO (methanol). Reaction conditions: time 6 hour. Product: CN(CCN1CCN(CC1)C(=O)C1=CC(=CC=C1)C=1C=C2C(=NC1)NN=C2C2=C(C=CC=C2)OC)C ([4-(2-dimethylamino-ethyl)-piperazin-1-yl]-{3-[3-(2-methoxy-phenyl)-1H-pyrazolo[3,4-b]pyridin-5-yl]-phenyl}-methanone). Yield: 41.8%. Reaction SMILES: [CH3:1][O:2][C:3]1[CH:8]=[CH:7][CH:6]=[CH:5][C:4]=1[C:9]1[C:17]2[C:12](=[N:13][CH:14]=[C:15]([C:18]3[CH:19]=[C:20]([CH:24]=[CH:25][CH:26]=3)[C:21]([OH:23])=O)[CH:16]=2)[NH:11][N:10]=1.[CH3:27][N:28]([CH3:37])[CH2:29][CH2:30][N:31]1[CH2:36][CH2:35][NH:34][CH2:33][CH2:32]1.ClCCl.C(=O)([O-])[O-].[Na+].[Na+]>C(#N)C.CO>[CH3:27][N:28]([CH3:37])[CH2:29][CH2:30][N:31]1[CH2:36][CH2:35][N:34]([C:21]([C:20]2[CH:24]=[CH:25][CH:26]=[C:18]([C:15]3[CH:16]=[C:17]4[C:9]([C:4]5[CH:5]=[CH:6][CH:7]=[CH:8][C:3]=5[O:2][CH3:1])=[N:10][NH:11][C:12]4=[N:13][CH:14]=3)[CH:19]=2)=[O:23])[CH2:33][CH2:32]1 |f:3.4.5|. Reported procedure: 3-[3-(2-methoxy-phenyl)-1H-pyrazolo[3,4-b]pyridin-5-yl]-benzoic acid (338 mg, 0.79 mmol) and O-(7-azabenzotriazol-1-yl)-N,N′,N′-tetramethyluronium hexafluorophosphate (300 mg, 0.79 mmol) were dissolved in a mixture of 20 ml of acetonitrile and 10 ml of methanol. 131 mg (0.83 mmol) of 1-(2-dimethylaminoethyl)-piperazine was added and the mixture stirred at ambient temperature for 6 h. The resulting mixture was distributed between dichloromethane and a 2 M aqueous solution of sodium carbonate. The... Reactants: C(CCCCC)N1C=NC=2N(C(NC(C12)=O)=O)C (7-Hexyl-3-methylxanthine), ClC1=CC=C(OCCCCCCBr)C=C1 (6-(4-chlorophenoxy)hexyl bromide). Product: ClC1=CC=C(OCCCCCCN2C(=O)N(C=3N=CN(C3C2=O)CCCCCC)C)C=C1 (1-[6-(4-chlorophenoxy)hexyl]-7-hexyl-3-methylxanthine). Isolated yield 84.0%. As a reaction SMILES: [CH2:1]([N:7]1[C:15]2[C:14](=[O:16])[NH:13][C:12](=[O:17])[N:11]([CH3:18])[C:10]=2[N:9]=[CH:8]1)[CH2:2][CH2:3][CH2:4][CH2:5][CH3:6].[Cl:19][C:20]1[CH:33]=[CH:32][C:23]([O:24][CH2:25][CH2:26][CH2:27][CH2:28][CH2:29][CH2:30]Br)=[CH:22][CH:21]=1>>[Cl:19][C:20]1[CH:33]=[CH:32][C:23]([O:24][CH2:25][CH2:26][CH2:27][CH2:28][CH2:29][CH2:30][N:13]2[C:14](=[O:16])[C:15]3[N:7]([CH2:1][CH2:2][CH2:3][CH2:4][CH2:5][CH3:6])[CH:8]=[N:9][C:10]=3[N:11]([CH3:18])[C:12]2=[O:17])=[CH:22][CH:21]=1. Procedure: 7-Hexyl-3-methylxanthine and 6-(4-chlorophenoxy)hexyl bromide were reacted and treated in substantially the same manner as described in Example 9(a) to give 1-[6-(4-chlorophenoxy)hexyl]-7-hexyl-3-methylxanthine (84%) as an oil.